Dataset: the Open Reaction Database (ORD), a public repository of structured organic reaction records. Task: describe an organic reaction: reactants, conditions, products, and yield Starting materials: N#Cc1cccc(CBr)c1, CCOC(=O)C(NC(C)=O)C(=O)OCC, CC[O-], CCO, [I-], [K+], [Na+], C1COCCO1, O. The product is CCOC(=O)C(Cc1cccc(C#N)c1)(NC(C)=O)C(=O)OCC. As a reaction SMILES: [Br:1][CH2:2][c:3]1[cH:4][c:5]([C:9]#[N:10])[cH:6][cH:7][cH:8]1.[C:11]([CH3:12])(=[O:13])[NH:14][CH:15]([C:16](=[O:17])[O:18][CH2:19][CH3:20])[C:21](=[O:22])[O:23][CH2:24][CH3:25].[CH3:29][CH2:30][O-:31].[CH3:38][CH2:39][OH:40].[I-:27].[K+:26].[Na+:28].[O:32]1[CH2:33][CH2:34][O:35][CH2:36][CH2:37]1.[OH2:41]>>[CH2:2]([c:3]1[cH:4][c:5]([C:9]#[N:10])[cH:6][cH:7][cH:8]1)[C:15]([NH:14][C:11]([CH3:12])=[O:13])([C:16](=[O:17])[O:18][CH2:19][CH3:20])[C:21](=[O:22])[O:23][CH2:24][CH3:25].